Dataset: the Open Reaction Database (ORD), a public repository of structured organic reaction records. Task: describe an organic reaction: reactants, conditions, products, and yield Starting materials: [N+](#[C-])[C@@H]1[C@H](NC1=O)CC(=CC(=O)OC)OC (methyl 4-[(2R,3R)-3-isocyano-4-oxoazetidin-2-yl]-3-methoxybut-2-enoate), C(CCC)[SnH](CCCC)CCCC (tri-n-butyltin hydride), N(=NC(C#N)(C)C)C(C#N)(C)C (2,2'-azobis-(2-methylpropionitrile)). Run in C1=CC=CC=C1 (benzene). The product is COC(=CC(=O)OC)C[C@H]1NC(C1)=O (methyl 3-methoxy-4-[(2R)-4-oxoazetidin-2-yl]but-2-enoate). Isolated yield 78.8%. As a reaction SMILES: [N+]([C@H:3]1[C:6](=[O:7])[NH:5][C@@H:4]1[CH2:8][C:9]([O:15][CH3:16])=[CH:10][C:11]([O:13][CH3:14])=[O:12])#[C-].C([SnH](CCCC)CCCC)CCC.N(C(C)(C)C#N)=NC(C)(C)C#N>C1C=CC=CC=1>[CH3:16][O:15][C:9]([CH2:8][C@@H:4]1[CH2:3][C:6](=[O:7])[NH:5]1)=[CH:10][C:11]([O:13][CH3:14])=[O:12]. Reported procedure: A mixture of methyl 4-[(2R,3R)-3-isocyano-4-oxoazetidin-2-yl]-3-methoxybut-2-enoate [(E,Z)-isomeric mixture](50 mg), tri-n-butyltin hydride (90 μl), and 2,2'-azobis-(2-methylpropionitrile) (5 mg) in benzene (5 ml) was heated to reflux for one hour under a nitrogen atmosphere. The reaction mixture was cooled to room temperature and chromatographed on silica gel (2.5 g) eluting first with dichloromethane and then 4% methanol in dichloromethane to give methyl 3-methoxy-4-[(2R)-4-oxoazetidin-2-yl]bu... The reactants are [BH4-], CCO, O=Cc1cc2c(cc1OS(=O)(=O)C(F)(F)F)CCCC2, [Na+], O. The product is O=S(=O)(Oc1cc2c(cc1CO)CCCC2)C(F)(F)F. Reaction SMILES: [BH4-:1].[CH3:23][CH2:24][OH:25].[F:3][C:4]([S:5](=[O:6])(=[O:7])[O:8][c:9]1[cH:10][c:11]2[c:16]([cH:17][c:18]1[CH:19]=[O:20])[CH2:15][CH2:14][CH2:13][CH2:12]2)([F:21])[F:22].[Na+:2].[OH2:26]>>[F:3][C:4]([S:5](=[O:6])(=[O:7])[O:8][c:9]1[cH:10][c:11]2[c:16]([cH:17][c:18]1[CH2:19][OH:20])[CH2:15][CH2:14][CH2:13][CH2:12]2)([F:21])[F:22]. Run in O (water), N1=CC=CC=C1 (pyridine). RXN SMILES: C(O)CCC.C(O)(=O)C.[C:10]([C:13]1[CH:18]=[C:17]([NH:19][C:20]([NH2:22])=[NH:21])[CH:16]=[CH:15][C:14]=1[CH2:23][C:24]([O:26][CH3:27])=[O:25])(O)=[O:11].P(Cl)(Cl)(Cl)(Cl)Cl>O.N1C=CC=CC=1>[NH:19]([C:17]1[CH:18]=[C:13]2[C:14]([CH:23]=[C:24]([O:26][CH3:27])[O:25][C:10]2=[O:11])=[CH:15][CH:16]=1)[C:20]([NH2:22])=[NH:21]. Starting materials: C(CCC)O (Butanol), C(C)(=O)O (acetic acid), C(=O)(O)C1=C(C=CC(=C1)NC(=N)N)CC(=O)OC (methyl 2-carboxy-4-guanidinophenylacetate), P(Cl)(Cl)(Cl)(Cl)Cl (PCl5). Procedure details: Methyl 2-carboxy-4-nitrophenyl acetate was prepared from 2-carboxy-4-nitrophenylacetate and methanol by the procedure described above. Hydrogenation of this nitro compound gives methyl 4-amino-2-carboxyphenylacetate (yield 90%). The guanidination of the amino compound with 3,5-dimethylpyrazole-1-carboxamidine nitrate (ADMP) was performed by a standard method described previously (Tsunematsu & Makismi, J. Biochem. 88, pp 1773-1783, (1980)). 2.2 g of amino compound (10 mmole), 1.9 g of triethylami... Yields the product N(C(=N)N)C1=CC=C2C=C(OC(=O)C2=C1)OC (7-guanidino-3-methoxyisocoumarin). Yield: 71.5%. Starting materials: O=Cc1ccc(O)c(Br)c1, CCCN, CC(=O)O, C[N+](=O)[O-], O, c1ccccc1. Product: O=[N+]([O-])C=Cc1ccc(O)c(Br)c1. RXN SMILES: [Br:1][c:2]1[cH:3][c:4]([CH:5]=[O:6])[cH:7][cH:8][c:9]1[OH:10].[CH2:11]([NH2:12])[CH2:13][CH3:14].[CH3:19][C:20](=[O:21])[OH:22].[N+:15](=[O:16])([O-:17])[CH3:18].[OH2:29].[cH:23]1[cH:24][cH:25][cH:26][cH:27][cH:28]1>>[Br:1][c:2]1[cH:3][c:4]([CH:5]=[CH:18][N+:15](=[O:16])[O-:17])[cH:7][cH:8][c:9]1[OH:10].